The task is: describe an organic reaction: reactants, conditions, products, and yield. This data is from the Open Reaction Database (ORD), a public repository of structured organic reaction records. Reactants: C(C)OC(=O)C1(CC1)C1=CC(N(C1)[C@@H](C)C1=CC=CC=C1)=O (4-(1-ethoxycarbonylcyclopropyl)-1-[1-(S)-phenylethyl]-3-pyrrolin-2-one). The reagents and catalysts are [C].[Pt] (platinum carbon). The solvent is C(C)(=O)OCC (ethyl acetate), C(C)(=O)OCC (ethyl acetate). Conditions: time 17 hour. Product: 4-( R )-isomer, C(C)OC(=O)C1(CC1)[C@@H]1CC(N(C1)[C@@H](C)C1=CC=CC=C1)=O (4-(S)-(1-ethoxycarbonylcyclopropyl)-1-[1-(S)-phenylethyl]pyrrolidin-2-one). Reaction SMILES: [CH2:1]([O:3][C:4]([C:6]1([C:9]2[CH2:13][N:12]([C@H:14]([C:16]3[CH:21]=[CH:20][CH:19]=[CH:18][CH:17]=3)[CH3:15])[C:11](=[O:22])[CH:10]=2)[CH2:8][CH2:7]1)=[O:5])[CH3:2]>C(OCC)(=O)C.[C].[Pt]>[CH2:1]([O:3][C:4]([C:6]1([C@H:9]2[CH2:13][N:12]([C@H:14]([C:16]3[CH:17]=[CH:18][CH:19]=[CH:20][CH:21]=3)[CH3:15])[C:11](=[O:22])[CH2:10]2)[CH2:7][CH2:8]1)=[O:5])[CH3:2] |f:2.3|. Procedure details: 4-(1-ethoxycarbonylcyclopropyl)-1-[1-(S)-phenylethyl]-3-pyrrolin-2-one (12.1 g, 40.5 mmol) was dissolved in ethyl acetate (120 ml), a 5% platinum carbon catalyst (water content: 50%, 2.4 g) was added thereto, and it was stirred at room temperature for 17 hours under a hydrogen atmosphere at atmospheric pressure. The reaction solution was then filtered through cellite (washed with ethyl acetate) and the filtrate was then concentrated under a reduced pressure. The concentrate was applied to a sili... Reactants: CCO, CCOC(=O)C=Cc1ccc(O)c(OCCCOC)c1. Product: CCOC(=O)CCc1ccc(O)c(OCCCOC)c1. Reaction SMILES: [CH3:21][CH2:22][OH:23].[OH:1][c:2]1[c:3]([O:15][CH2:16][CH2:17][CH2:18][O:19][CH3:20])[cH:4][c:5]([CH:8]=[CH:9][C:10](=[O:11])[O:12][CH2:13][CH3:14])[cH:6][cH:7]1>>[OH:1][c:2]1[c:3]([O:15][CH2:16][CH2:17][CH2:18][O:19][CH3:20])[cH:4][c:5]([CH2:8][CH2:9][C:10](=[O:11])[O:12][CH2:13][CH3:14])[cH:6][cH:7]1. Reactants: Cc1cc(C#N)c(C(=O)O)[nH]1, CCc1cc(C#N)c(C(=O)OC)[nH]1. Product: COC(=O)c1[nH]c(C)cc1C#N. As a reaction SMILES: [C:14]([c:15]1[cH:16][c:17]([CH3:18])[nH:19][c:20]1[C:21]([OH:22])=[O:23])#[N:24].[CH3:1][O:2][C:3](=[O:4])[c:5]1[nH:6][c:7]([CH2:12][CH3:13])[cH:8][c:9]1[C:10]#[N:11]>>[CH3:1][O:2][C:3](=[O:4])[c:5]1[nH:6][c:7]([CH3:12])[cH:8][c:9]1[C:10]#[N:11]. Reactants: C(=O)([O-])C(O)C(O)C(=O)[O-].[Na+].[K+] (potassium sodium tartrate), O (water), BrC(C(=O)Br)(C)C (2-bromoisobutyryl bromide), FC(C(=O)NCC1=CC=C(C=C1)OC)(F)F (2,2,2-trifluoro-N-(4-methoxy-benzyl)-acetamide). The reagents and catalysts are [Fe](Cl)(Cl)Cl (iron(III) chloride). The solvent is CCOC(=O)C (EtOAc), ClCCCl (1,2-dichloroethane). Reaction conditions: time 8 day. The product is CC1(OC2=C(C1=O)C=C(C=C2)CNC(C(F)(F)F)=O)C (N-(2,2-Dimethyl-3-oxo-2,3-dihydro-benzofuran-5-ylmethyl)-2,2,2-trifluoro-acetamide). Yield: 17.0%. RXN SMILES: Br[C:2](C)(C)C(Br)=O.[F:8][C:9]([F:23])([F:22])[C:10]([NH:12][CH2:13][C:14]1[CH:19]=C[C:17](OC)=[CH:16][CH:15]=1)=[O:11].[C:24]([CH:27]([CH:29]([C:31]([O-])=O)[OH:30])[OH:28])([O-])=O.[Na+].[K+].O>ClCCCl.[Fe](Cl)(Cl)Cl.CCOC(C)=O>[CH3:2][C:27]1([CH3:24])[C:29](=[O:30])[C:31]2[CH:19]=[C:14]([CH2:13][NH:12][C:10](=[O:11])[C:9]([F:8])([F:22])[F:23])[CH:15]=[CH:16][C:17]=2[O:28]1 |f:2.3.4|. Procedure: Add 2-bromoisobutyryl bromide (1.724 g, 7.5 mmol) to a solution of 2,2,2-trifluoro-N-(4-methoxy-benzyl)-acetamide (1.166 g, 5.0 mmol) in 1,2-dichloroethane (8 mL) at 15° C., then add powdered anhydrous iron(III) chloride (973 mg, 6.0 mmol). Stir the reaction at 15° C. for 3 h and at ambient temperature for 8 days. Add dropwise saturated aqueous potassium sodium tartrate, then water and EtOAc, and stir for 1 h. Filter off the solid, separate the organic layer, and extract the aqueous layer three ... Reported procedure: A mixture of 4-bromo-5-methoxyindole XLVI (104 mg, 0.46 mmol), ethyl cinnamate (162 mg, 0.92 mmol), tetra-butylammonium bromide (29.6 mg, 0.092 mmol), TEA (128 μl, 0.092 mmol) and palladium-dichloro-[bis(tri-ortho-tolyl)phosphine] (18 mg, 0.023 mmol) in DMF (2 ml) was stirred at 110° C. for 3 hours. The reaction mixture was cooled to room temperature and partitioned between brine and EtOAc. The organic layers were combined, dried over Na2SO4, filtered, concentrated, and purified via flash chroma... Solvent: CN(C)C=O (DMF). RXN SMILES: Br[C:2]1[C:10]([O:11][CH3:12])=[CH:9][CH:8]=[C:7]2[C:3]=1[CH:4]=[CH:5][NH:6]2.[C:13]([O:23][CH2:24][CH3:25])(=[O:22])[CH:14]=[CH:15][C:16]1[CH:21]=[CH:20][CH:19]=[CH:18][CH:17]=1>[Br-].C([N+](CCCC)(CCCC)CCCC)CCC.CN(C=O)C>[CH2:24]([O:23][C:13](=[O:22])[CH:14]=[C:15]([C:2]1[C:10]([O:11][CH3:12])=[CH:9][CH:8]=[C:7]2[C:3]=1[CH:4]=[CH:5][NH:6]2)[C:16]1[CH:21]=[CH:20][CH:19]=[CH:18][CH:17]=1)[CH3:25] |f:2.3|. Reaction conditions: temperature 110 celsius, time 3 hour. Product: C(C)OC(C=C(C1=CC=CC=C1)C1=C2C=CNC2=CC=C1OC)=O (3-(5-Methoxy-1H-Indol-4-yl)-3-phenyl-acrylic acid ethyl ester). Reagents/catalysts: [Br-].C(CCC)[N+](CCCC)(CCCC)CCCC (tetra-butylammonium bromide). Reactants: BrC1=C2C=CNC2=CC=C1OC (4-bromo-5-methoxyindole), C(C=CC1=CC=CC=C1)(=O)OCC (ethyl cinnamate), TEA, palladium dichloro-[bis(tri-ortho-tolyl)phosphine]. Starting materials: C(C)(C)O (isopropanol), C(C)(=O)C1=C(OCC#N)C=C(C(=C1)C=1SC=CC1)OC ((2-Acetyl-5-methoxy-4-thiophen-2-yl-phenoxy)-acetonitrile), C(C)(C)O (isopropanol), Cl (HCl), [N-]=[N+]=[N-].[Na+] (Sodium azide). Reagents/catalysts: [Br-].[Zn+2].[Br-] (zinc bromide). The solvent is O (water), C(C)(=O)OCC (ethyl acetate), O (water), O1CCCC1 (tetrahydrofuran). Reaction conditions: time 24 hour. Yields the product COC1=CC(=C(C=O)C=C1C=1SC=CC1)OCC1=NN=NN1 (4-methoxy-2-(1H-tetrazol-5-ylmethoxy)-5-thiophen-2-yl-benzaldehyde). The yield is 63.2%. As a reaction SMILES: [C:1]([C:4]1[CH:13]=[C:12]([C:14]2[S:15][CH:16]=[CH:17][CH:18]=2)[C:11]([O:19][CH3:20])=[CH:10][C:5]=1[O:6][CH2:7][C:8]#[N:9])(=[O:3])C.C(O)(C)C.[N-:25]=[N+:26]=[N-:27].[Na+].Cl>O.C(OCC)(=O)C.[Br-].[Zn+2].[Br-].O1CCCC1>[CH3:20][O:19][C:11]1[C:12]([C:14]2[S:15][CH:16]=[CH:17][CH:18]=2)=[CH:13][C:4]([CH:1]=[O:3])=[C:5]([O:6][CH2:7][C:8]2[NH:9][N:27]=[N:26][N:25]=2)[CH:10]=1 |f:2.3,7.8.9|. Reported procedure: Ex-89B: (2-Acetyl-5-methoxy-4-thiophen-2-yl-phenoxy)-acetonitrile (Ex-89A, 0.30 g, 1.1 mmol) was slurried in a mixture of water:isopropanol (3 mL, 2:1) to obtain a well-dispersed solution. Sodium azide (0.079 g, 1.2 mmol) followed by zinc bromide (0.25 g, 1.1 mmol) were added and the reaction was heated to reflux and vigorously stirred for 24 h. Additional solvent (1 mL, 1:1 water:isopropanol) was added after 10 h at reflux due to evaporation. The reaction was diluted with an ethyl acetate:tetra...